From a dataset of the Open Reaction Database (ORD), a public repository of structured organic reaction records. describe an organic reaction: reactants, conditions, products, and yield The reactants are CCc1ccc(C=CC(=O)O)cc1, CC(=O)O. Product: CCc1ccc(CCC(=O)O)cc1. As a reaction SMILES: [CH2:1]([CH3:2])[c:3]1[cH:4][cH:5][c:6]([CH:7]=[CH:8][C:9](=[O:10])[OH:11])[cH:12][cH:13]1.[CH3:14][C:15](=[O:16])[OH:17]>>[CH2:1]([CH3:2])[c:3]1[cH:4][cH:5][c:6]([CH2:7][CH2:8][C:9](=[O:10])[OH:11])[cH:12][cH:13]1. Reported procedure: 4-(((5-chloro-2-thienyl)methyl)amino)benzoic acid ethyl ester was prepared from ethyl p-aminobenzoate and 5-chloro-2-thiophenecarboxaldehyde. Melting point was 108°-109° C. The reactants are NC1=CC=C(C(=O)OCC)C=C1 (ethyl p-aminobenzoate), ClC1=CC=C(S1)C=O (5-chloro-2-thiophenecarboxaldehyde). RXN SMILES: [NH2:1][C:2]1[CH:12]=[CH:11][C:5]([C:6]([O:8][CH2:9][CH3:10])=[O:7])=[CH:4][CH:3]=1.[Cl:13][C:14]1[S:18][C:17]([CH:19]=O)=[CH:16][CH:15]=1>>[CH2:9]([O:8][C:6](=[O:7])[C:5]1[CH:4]=[CH:3][C:2]([NH:1][CH2:19][C:17]2[S:18][C:14]([Cl:13])=[CH:15][CH:16]=2)=[CH:12][CH:11]=1)[CH3:10]. The product is C(C)OC(C1=CC=C(C=C1)NCC=1SC(=CC1)Cl)=O (4-(((5-chloro-2-thienyl)methyl)amino)benzoic acid ethyl ester).